This data is from the Open Reaction Database (ORD), a public repository of structured organic reaction records. The task is: describe an organic reaction: reactants, conditions, products, and yield The reactants are N (ammonia), solution, N1=C(Cl)N=C(Cl)N=C1Cl (cyanuric chloride). Run in C1(=CC=CC=C1)C (toluene). Product: NC1=NC(=NC(=N1)Cl)Cl (2-amino-4,6-dichloro-1,3,5-triazine), [Cl-].[NH4+] (ammonium chloride). RXN SMILES: [NH3:1].[N:2]1[C:9]([Cl:10])=[N:8][C:6]([Cl:7])=[N:5][C:3]=1[Cl:4]>C1(C)C=CC=CC=1>[NH2:1][C:3]1[N:2]=[C:9]([Cl:10])[N:8]=[C:6]([Cl:7])[N:5]=1.[Cl-:4].[NH4+:2] |f:4.5|. Procedure: There is added to the atmosphere above the reaction mixture over a 4 to 5 hour period, 50.8 kg (2.983 k moles) of ammonia gas, while maintaining a temperature of 10° to 45° C., to a mixture of 1225 kg of a 22.3% solution of cyanuric chloride (273.1 kg; 1.481 k moles) in toluene at 45° C. There is obtained a thick reaction mass of 2-amino-4,6-dichloro-1,3,5-triazine and ammonium chloride. The mixture is cooled to 5°-10° C. and 334 kg of methanol is added. There is obtained a mixture which is refe... Reactants: COCCN1CCC(CC1)C=1NC(=C(N1)C=1C=C2CCC(C2=CC1)=NO)C1=CC=NC=C1 (5-{2-[1-(2-Methoxy-ethyl)-piperidin-4-yl]-5-pyridin-4-yl-1H-imidazol-4-yl}-indan-1-one oxime), CON=C1CCC2=CC(=CC=C12)C(C(=O)C1=CC=NC=C1)=O (1-(1-Methoxyimino-indan-5-yl)-2-pyridin-4-yl-ethane-1,2-dione). Yields the product CON=C1CCC2=CC(=CC=C12)C=1N=C(NC1C1=CC=NC=C1)C1CCN(CC1)CCOC (5-{2-[1-(2-Methoxy-ethyl)-piperidin-4-yl]-5-pyridin-4-yl-1H-imidazol-4yl}-indan-1-one O-methyl-oxime). Yield: 32.0%. Reaction SMILES: [CH3:1][O:2][CH2:3][CH2:4][N:5]1[CH2:10][CH2:9][CH:8]([C:11]2[NH:12][C:13]([C:27]3[CH:32]=[CH:31][N:30]=[CH:29][CH:28]=3)=[C:14]([C:16]3[CH:17]=[C:18]4[C:22](=[CH:23][CH:24]=3)[C:21](=[N:25][OH:26])[CH2:20][CH2:19]4)[N:15]=2)[CH2:7][CH2:6]1.[CH3:33]ON=C1C2C(=CC(C(=O)C(C3C=CN=CC=3)=O)=CC=2)CC1>>[CH3:33][O:26][N:25]=[C:21]1[C:22]2[C:18](=[CH:17][C:16]([C:14]3[N:15]=[C:11]([CH:8]4[CH2:7][CH2:6][N:5]([CH2:4][CH2:3][O:2][CH3:1])[CH2:10][CH2:9]4)[NH:12][C:13]=3[C:27]3[CH:28]=[CH:29][N:30]=[CH:31][CH:32]=3)=[CH:24][CH:23]=2)[CH2:19][CH2:20]1. Procedure: The title compound (0.27 g, 32%) was prepared from the product of Step 1 and the product of Example 1 Step 4 as described in Example 1 Step 5; MS(AP+) m/e 446 [M+H]+. Reactants: COC(CCCCS(=O)CCCC(F)(F)C(F)(F)F)OC, ClC(Cl)Cl, O=C(O)C(F)(F)F, O. The product is O=CCCCCS(=O)CCCC(F)(F)C(F)(F)F. As a reaction SMILES: [CH3:1][O:2][CH:3]([CH2:4][CH2:5][CH2:6][CH2:7][S:8](=[O:9])[CH2:10][CH2:11][CH2:12][C:13]([C:14]([F:15])([F:16])[F:17])([F:18])[F:19])[O:20][CH3:21].[CH:30]([Cl:31])([Cl:32])[Cl:33].[F:22][C:23]([F:24])([F:25])[C:26]([OH:27])=[O:28].[OH2:29]>>[O:2]=[CH:3][CH2:4][CH2:5][CH2:6][CH2:7][S:8](=[O:9])[CH2:10][CH2:11][CH2:12][C:13]([C:14]([F:15])([F:16])[F:17])([F:18])[F:19]. The product is COC(=O)CC(CCl)O[Si](C)(C)C(C)(C)C. Reactants: CC(C)(C)[Si](C)(C)Cl, CN(C)c1ccncc1, COC(=O)CC(O)CCl, ClCCl, Cl, O, c1c[nH]cn1. RXN SMILES: [C:10]([CH3:11])([CH3:12])([CH3:13])[Si:14]([CH3:15])([CH3:16])[Cl:17].[CH3:27][N:28]([c:29]1[cH:30][cH:31][n:32][cH:33][cH:34]1)[CH3:35].[Cl:1][CH2:2][CH:3]([CH2:4][C:5](=[O:6])[O:7][CH3:8])[OH:9].[Cl:24][CH2:25][Cl:26].[ClH:23].[OH2:36].[nH:18]1[cH:19][cH:20][n:21][cH:22]1>>[Cl:1][CH2:2][CH:3]([CH2:4][C:5](=[O:6])[O:7][CH3:8])[O:9][Si:14]([C:10]([CH3:11])([CH3:12])[CH3:13])([CH3:15])[CH3:16].